From a dataset of the Open Reaction Database (ORD), a public repository of structured organic reaction records. describe an organic reaction: reactants, conditions, products, and yield Starting materials: N1C=C(C2=CC=CC=C12)CCC(=O)NN (3-(1H-Indol-3-yl)-propionic acid hydrazide), FC1=CC=C(C=O)C=C1 (4-fluorobenzaldehyde). Solvent: C1(=CC=CC=C1)C (toluene). The product is FC1=CC=C(C=C1)\C=N\NC(CCC1=CNC2=CC=CC=C12)=O (3-(1H-Indol-3-yl)-propionic acid [1-(4-fluoro-phenyl)-meth-(E)-ylidene]-hydrazide). Yield: 98.7%. As a reaction SMILES: [NH:1]1[C:9]2[C:4](=[CH:5][CH:6]=[CH:7][CH:8]=2)[C:3]([CH2:10][CH2:11][C:12]([NH:14][NH2:15])=[O:13])=[CH:2]1.[F:16][C:17]1[CH:24]=[CH:23][C:20]([CH:21]=O)=[CH:19][CH:18]=1>C1(C)C=CC=CC=1>[F:16][C:17]1[CH:24]=[CH:23][C:20](/[CH:21]=[N:15]/[NH:14][C:12](=[O:13])[CH2:11][CH2:10][C:3]2[C:4]3[C:9](=[CH:8][CH:7]=[CH:6][CH:5]=3)[NH:1][CH:2]=2)=[CH:19][CH:18]=1. Reported procedure: A solution of 3-(1H-Indol-3-yl)-propionic acid hydrazide (0.300 g, 1 eq) and 4-fluorobenzaldehyde (0.183 g, 1 eq) in toluene (7 ml) is refluxed overnight and then evaporated to dryness, to afford 0.450 g of white product that is purified by flash chromatography using neutral alumina and eluting with 1% methanol in chloroform (0.269 g, 59% yield).